This data is from the Open Reaction Database (ORD), a public repository of structured organic reaction records. The task is: describe an organic reaction: reactants, conditions, products, and yield Reactants: N1=NNC(C1)=O (triazolinone), IC=1C=NC=CC1 (3-iodopyridine), CC=1N(C(NN1)=O)N=C(C)CC(C)C (5-methyl-4-[(4-methylpentan-2-ylidene)amino]-2,4-dihydro-3H-1,2,4-triazol-3-one), C([O-])([O-])=O.[K+].[K+] (potassium carbonate), N (ammonia). The reagents and catalysts are [Cu]I (copper(I) iodide). Run in CN(C=O)C (N,N-dimethylformamide), O (water). Run at temperature 150 celsius, time 20 minute. Product: NN1C(N(N=C1CC)C=1C=NC=CC1)=O (4-Amino-5-ethyl-2-(pyridin-3-yl)-2,4-dihydro-3H-1,2,4-triazol-3-one). As a reaction SMILES: I[C:2]1[CH:3]=[N:4][CH:5]=[CH:6][CH:7]=1.[CH3:8][C:9]1[N:10]([N:15]=C(CC(C)C)C)[C:11](=[O:14])[NH:12][N:13]=1.[C:22](=O)([O-])[O-].[K+].[K+].N1CC(=O)NN=1.N>CN(C)C=O.[Cu]I.O>[NH2:15][N:10]1[C:9]([CH2:8][CH3:22])=[N:13][N:12]([C:2]2[CH:3]=[N:4][CH:5]=[CH:6][CH:7]=2)[C:11]1=[O:14] |f:2.3.4|. Procedure details: For 20 min, a weak stream of argon was passed through a mixture of 1.23 g (6.0 mmol) of 3-iodopyridine, 981 mg (5.0 mmol) of 5-methyl-4-[(4-methylpentan-2-ylidene)amino]-2,4-dihydro-3H-1,2,4-triazol-3-one (preparation cf. EP 511569, WO 1993/004050) and 1.037 g (7.5 mmol) of powdered potassium carbonate in 5 ml of N,N-dimethylformamide. 205 mg (1.0 mmol) of copper(I) iodide were then added, and under protective gas the mixture was heated at 150° C. for 2 hours. Analytically, by thin-layer chromat... Reactants: CC(=O)OC(C)=O, CO, ClC(Cl)Cl, O=CO, Cl, [Na+], [OH-], O, CCOP(=O)(CCCNO)OCC. The product is CCOP(=O)(CCCN(O)C=O)OCC. RXN SMILES: [CH3:14][C:15](=[O:16])[O:17][C:18](=[O:19])[CH3:20].[CH3:28][OH:29].[CH:24]([Cl:25])([Cl:26])[Cl:27].[CH:31]([OH:32])=[O:33].[ClH:23].[Na+:22].[OH-:21].[OH2:30].[OH:1][NH:2][CH2:3][CH2:4][CH2:5][P:6]([O:7][CH2:8][CH3:9])([O:10][CH2:11][CH3:12])=[O:13]>>[OH:1][N:2]([CH2:3][CH2:4][CH2:5][P:6]([O:7][CH2:8][CH3:9])([O:10][CH2:11][CH3:12])=[O:13])[CH:15]=[O:16]. Starting materials: C(C)(C)(C)OC(=O)C1N(CC=CCC1C(=O)OCC1=CC=CC=C1)S(=O)(=O)C1=CC=C(C=C1)OC (1-(4-Methoxy-benzenesulfonyl)-2,3,4,7-tetrahydro-1H-azepine-2,3-dicarboxylic acid 3-benzyl ester 2-tert-butylester). Reagents/catalysts: [Pd] (Palladium on charcoal). Solvent: O1CCOCC1.CO (Dioxane Methanol). Reaction conditions: time 6 hour. Yields the product C(C)(C)(C)OC(=O)C1N(CCCCC1C(=O)O)S(=O)(=O)C1=CC=C(C=C1)OC (1-(4-Methoxy-benzenesulfonyl)-azepane-2,3-dicarboxylic Acid 2-tert-butyl Ester). As a reaction SMILES: [C:1]([O:5][C:6]([CH:8]1[CH:14]([C:15]([O:17]CC2C=CC=CC=2)=[O:16])[CH2:13][CH:12]=[CH:11][CH2:10][N:9]1[S:25]([C:28]1[CH:33]=[CH:32][C:31]([O:34][CH3:35])=[CH:30][CH:29]=1)(=[O:27])=[O:26])=[O:7])([CH3:4])([CH3:3])[CH3:2]>O1CCOCC1.CO.[Pd]>[C:1]([O:5][C:6]([CH:8]1[CH:14]([C:15]([OH:17])=[O:16])[CH2:13][CH2:12][CH2:11][CH2:10][N:9]1[S:25]([C:28]1[CH:33]=[CH:32][C:31]([O:34][CH3:35])=[CH:30][CH:29]=1)(=[O:27])=[O:26])=[O:7])([CH3:4])([CH3:3])[CH3:2] |f:1.2|. Procedure: 1-(4-Methoxy-benzenesulfonyl)-2,3,4,7-tetrahydro-1H-azepine-2,3-dicarboxylic acid 3-benzyl ester 2-tert-butylester (2.28 g, 4.5 mmol) are dissolved in 40 ml Dioxane/Methanol (3:1). Palladium on charcoal (10%) (170 mg, 0.16 mmol) are added under an Argon flow. The flask is evacuated and flushed three times with Hydrogen. The reaction is stirred for 6 h at room temperature. Filtration through Celite and evaporation of the solvents afforded the product: 1H NMR (DMSO, 400 MHz), ppm: 7.81 (d, 2H), 6.... The reactants are BrC=1C=C(C=CC1)C1=NC(=CC(=N1)C=1SC(=CC1)Cl)C(F)(F)F (2-(3-bromo-phenyl)-4-(5-chloro-thiophen-2-yl)-6-trifluoromethyl-pyrimidine), C(C)(C)(C)NS(=O)(=O)C=1C=C(C=CC1)B(O)O (3-(tert.-butylsulfamoyl)-phenylboronic acid). Yields the product C(C)(C)(C)NS(=O)(=O)C=1C=C(C=CC1)C1=CC(=CC=C1)C1=NC(=CC(=N1)C=1SC(=CC1)Cl)C(F)(F)F (3′-[4-(5-Chloro-thiophen-2-yl)-6-trifluoromethyl-pyrimidin-2-yl]-biphenyl-3-sulfonic acid tert-butylamide), solid. As a reaction SMILES: Br[C:2]1[CH:3]=[C:4]([C:8]2[N:13]=[C:12]([C:14]3[S:15][C:16]([Cl:19])=[CH:17][CH:18]=3)[CH:11]=[C:10]([C:20]([F:23])([F:22])[F:21])[N:9]=2)[CH:5]=[CH:6][CH:7]=1.[C:24]([NH:28][S:29]([C:32]1[CH:33]=[C:34](B(O)O)[CH:35]=[CH:36][CH:37]=1)(=[O:31])=[O:30])([CH3:27])([CH3:26])[CH3:25]>>[C:24]([NH:28][S:29]([C:32]1[CH:37]=[C:36]([C:2]2[CH:7]=[CH:6][CH:5]=[C:4]([C:8]3[N:13]=[C:12]([C:14]4[S:15][C:16]([Cl:19])=[CH:17][CH:18]=4)[CH:11]=[C:10]([C:20]([F:23])([F:21])[F:22])[N:9]=3)[CH:3]=2)[CH:35]=[CH:34][CH:33]=1)(=[O:31])=[O:30])([CH3:27])([CH3:25])[CH3:26]. Procedure: 3′-[4-(5-Chloro-thiophen-2-yl)-6-trifluoromethyl-pyrimidin-2-yl]-biphenyl-3-sulfonic acid tert-butylamide was prepared from 2-(3-bromo-phenyl)-4-(5-chloro-thiophen-2-yl)-6-trifluoromethyl-pyrimidine (example B.3) (0.42 g, 1.0 mmol) and commercially available 3-(tert.-butylsulfamoyl)-phenylboronic acid (0.334 g, 1.3 mmol) according to the general procedure III. Obtained as an off-white solid (0.22 g), which was subsequently deprotected. Starting materials: CC1=CC=C(C=C1)C1=CC(=CC(=C1)C(NCC=1C=NC(=CC1)C)=O)C(=O)OCC (ethyl 4′-methyl-5-((6-methylpyridin-3-yl)methylcarbamoyl)biphenyl-3-carboxylate), [OH-].[Li+] (lithium hydroxide), CCO (EtOH). Solvent: O (water). Run at time 8 hour. Product: CC1=CC=C(C=C1)C1=CC(=CC(=C1)C(NCC=1C=NC(=CC1)C)=O)C(=O)O (4′-Methyl-5-((6-methylpyridin-3-yl)methylcarbamoyl)biphenyl-3-carboxylic acid). As a reaction SMILES: [CH3:1][C:2]1[CH:7]=[CH:6][C:5]([C:8]2[CH:13]=[C:12]([C:14](=[O:24])[NH:15][CH2:16][C:17]3[CH:18]=[N:19][C:20]([CH3:23])=[CH:21][CH:22]=3)[CH:11]=[C:10]([C:25]([O:27]CC)=[O:26])[CH:9]=2)=[CH:4][CH:3]=1.[OH-].[Li+].CCO>O>[CH3:1][C:2]1[CH:7]=[CH:6][C:5]([C:8]2[CH:13]=[C:12]([C:14](=[O:24])[NH:15][CH2:16][C:17]3[CH:18]=[N:19][C:20]([CH3:23])=[CH:21][CH:22]=3)[CH:11]=[C:10]([C:25]([OH:27])=[O:26])[CH:9]=2)=[CH:4][CH:3]=1 |f:1.2|. Reported procedure: A mixture of ethyl 4′-methyl-5-((6-methylpyridin-3-yl)methylcarbamoyl)biphenyl-3-carboxylate (1.02 g, 2.62 mmol), lithium hydroxide (310 mg, 13 mmol), EtOH (100 mL), and water (10 mL) was stirred at rt overnight. LC-MS indicated completion of the reaction. The solvent was removed in vacuo and the residue was treated with water (50 mL) and acidified with 1N aq. HCl to pH=4. The precipitated solids were collected by filtration, washed with water, and dried to yield a white solid. Starting materials: ClC1=CC(=C(CN2N=CC3=CC(=CC=C23)\C=C/2\C(NC(S2)=O)=O)C=C1)C(F)(F)F ((5Z)-5-({1-[4-chloro-2-(trifluoromethyl)benzyl]-1H-indazol-5-yl}methylidene)-2,4-dioxo-1,3-thiazolidine), [C@@H]1(CCCN2CCCC[C@H]12)CO ([(1S,9aR)-octahydro-2H-quinolizin-1-yl]methanol). Product: ClC1=CC(=C(CN2N=CC3=CC(=CC=C23)\C=C/2\C(N(C(S2)=O)C[C@@H]2CCCN3CCCC[C@H]23)=O)C=C1)C(F)(F)F ((5Z)-5-({1-[4-Chloro-2-(trifluoromethyl)benzyl]-1H-indazol-5-yl}methylidene)-3-[(1S,9aR)-octahydro-2H-quinolizin-1-ylmethyl]-1,3-thiazolidine-2,4-dione). Reaction SMILES: [Cl:1][C:2]1[CH:25]=[CH:24][C:5]([CH2:6][N:7]2[C:15]3[C:10](=[CH:11][C:12](/[CH:16]=[C:17]4/[C:18](=[O:23])[NH:19][C:20](=[O:22])[S:21]/4)=[CH:13][CH:14]=3)[CH:9]=[N:8]2)=[C:4]([C:26]([F:29])([F:28])[F:27])[CH:3]=1.[C@@H:30]1([CH2:40]O)[C@@H:39]2[N:34]([CH2:35][CH2:36][CH2:37][CH2:38]2)[CH2:33][CH2:32][CH2:31]1>>[Cl:1][C:2]1[CH:25]=[CH:24][C:5]([CH2:6][N:7]2[C:15]3[C:10](=[CH:11][C:12](/[CH:16]=[C:17]4/[C:18](=[O:23])[N:19]([CH2:40][C@H:30]5[C@@H:39]6[N:34]([CH2:35][CH2:36][CH2:37][CH2:38]6)[CH2:33][CH2:32][CH2:31]5)[C:20](=[O:22])[S:21]/4)=[CH:13][CH:14]=3)[CH:9]=[N:8]2)=[C:4]([C:26]([F:27])([F:29])[F:28])[CH:3]=1. Procedure details: (5Z)-5-({1-[4-Chloro-2-(trifluoromethyl)benzyl]-1H-indazol-5-yl}methylidene)-3-[(1S,9aR)-octahydro-2H-quinolizin-1-ylmethyl]-1,3-thiazolidine-2,4-dione was prepared from [(5Z)-5-({1-[4-chloro-2-(trifluoromethyl)benzyl]-1H-indazol-5-yl}methylidene)-2,4-dioxo-1,3-thiazolidine (from Example 1) and [(1S,9aR)-octahydro-2H-quinolizin-1-yl]methanol following General Procedure J. The reactants are CN(C)C=O (DMF), C(C)OC(=O)C1=CC2=C(N=C(N=C2Cl)N)S1 (2-Amino-4-chloro-thieno[2,3-d]pyrimidine-6-carboxylic acid ethyl ester), CC1=C(C=C(C=O)C=C1)B1OC(C(O1)(C)C)(C)C (4-Methyl-3-(4,4,5,5-tetramethyl-[1,3,2]dioxaborolan-2-yl)-benzaldehyde), C(O)([O-])=O.[Na+] (sodium hydrogen carbonate). The reagents and catalysts are [Pd](Cl)Cl.C1(=CC=CC=C1)P(C1=CC=CC=C1)C1=CC=CC=C1.C1(=CC=CC=C1)P(C1=CC=CC=C1)C1=CC=CC=C1 (Bis(triphenylphosphine) palladium (II) chloride). The solvent is O (water). Run at temperature 85 celsius, time 18 hour. The product is C(C)OC(=O)C1=CC2=C(N=C(N=C2C2=C(C=CC(=C2)C=O)C)N)S1 (2-Amino-4-(5-formyl-2-methyl-phenyl)-thieno[2,3-d]pyrimidine-6-carboxylic acid ethyl ester). Isolated yield 53.7%. Reaction SMILES: [CH2:1]([O:3][C:4]([C:6]1[S:16][C:9]2[N:10]=[C:11]([NH2:15])[N:12]=[C:13](Cl)[C:8]=2[CH:7]=1)=[O:5])[CH3:2].[CH3:17][C:18]1[CH:25]=[CH:24][C:21]([CH:22]=[O:23])=[CH:20][C:19]=1B1OC(C)(C)C(C)(C)O1.C(=O)([O-])O.[Na+].CN(C=O)C>[Pd](Cl)Cl.C1(P(C2C=CC=CC=2)C2C=CC=CC=2)C=CC=CC=1.C1(P(C2C=CC=CC=2)C2C=CC=CC=2)C=CC=CC=1.O>[CH2:1]([O:3][C:4]([C:6]1[S:16][C:9]2[N:10]=[C:11]([NH2:15])[N:12]=[C:13]([C:25]3[CH:24]=[C:21]([CH:22]=[O:23])[CH:20]=[CH:19][C:18]=3[CH3:17])[C:8]=2[CH:7]=1)=[O:5])[CH3:2] |f:2.3,5.6.7|. Procedure details: 2-Amino-4-chloro-thieno[2,3-d]pyrimidine-6-carboxylic acid ethyl ester (7.62 g, 29.57 mmol) was added to 4-Methyl-3-(4,4,5,5-tetramethyl-[1,3,2]dioxaborolan-2-yl)-benzaldehyde (7.28 g, 29.57 mmol) followed by sodium hydrogen carbonate (7.45 g, 88.71 mmol). DMF (110 mL) was added followed by water (22 mL) and the suspension was degassed by evacuation—nitrogen purge (3 cycles), followed by bubbling nitrogen gas through the stirred reaction mixture for 5 minutes. Bis(triphenylphosphine) palladium (... The reactants are C1COCCOCCOCCOCCOCCO1 (18-crown-6 ether), C(=O)([O-])[O-].[K+].[K+] (K2CO3), C(F)(F)(F)COS(=O)(=O)C(F)(F)F (CF3CH2OSO2CF3), NC1=NC=CC(=N1)C1=CC=2C(N[C@H](CC2N1)COCC1=CC=CC=C1)=O ((R)-2-(2-amino-pyrimidin-4-yl)-6-benzyloxymethyl-1,5,6,7-tetrahydro-pyrrolo[3,2-c]pyridin-4-one). The solvent is CN(C)C=O (DMF), O (water). Conditions: temperature 50 celsius. The product is NC1=NC=CC(=N1)C1=CC=2C(NC(CC2N1CC(F)(F)F)COCC1=CC=CC=C1)=O (2-(2-amino-pyrimidin-4-yl)-6-benzyloxymethyl-1-(2,2,2-trifluoro-ethyl)-1,5,6,7-tetrahydro-pyrrolo[3,2-c]pyridin-4-one). Isolated yield 70.6%. As a reaction SMILES: [NH2:1][C:2]1[N:7]=[C:6]([C:8]2[NH:16][C:15]3[CH2:14][C@H:13]([CH2:17][O:18][CH2:19][C:20]4[CH:25]=[CH:24][CH:23]=[CH:22][CH:21]=4)[NH:12][C:11](=[O:26])[C:10]=3[CH:9]=2)[CH:5]=[CH:4][N:3]=1.C1OCCOCCOCCOCCOCCOC1.C([O-])([O-])=O.[K+].[K+].[C:51]([CH2:55]OS(C(F)(F)F)(=O)=O)([F:54])([F:53])[F:52]>CN(C=O)C.O>[NH2:1][C:2]1[N:7]=[C:6]([C:8]2[N:16]([CH2:55][C:51]([F:54])([F:53])[F:52])[C:15]3[CH2:14][CH:13]([CH2:17][O:18][CH2:19][C:20]4[CH:21]=[CH:22][CH:23]=[CH:24][CH:25]=4)[NH:12][C:11](=[O:26])[C:10]=3[CH:9]=2)[CH:5]=[CH:4][N:3]=1 |f:2.3.4|. Procedure details: To a stirred mixture of (R)-2-(2-amino-pyrimidin-4-yl)-6-benzyloxymethyl-1,5,6,7-tetrahydro-pyrrolo[3,2-c]pyridin-4-one (73 mg, 0.21 mmol) in dry DMF (2 mL) were added 18-crown-6 ether (110.5 mg, 0.42 mmol), K2CO3 (115.5 mg, 0.84 mmol) and CF3CH2OSO2CF3 (0.21 mmol). The reaction mixture was heated at 50° C. for 7 hours, then treated with water and extracted with AcOEt. The organic phase was dried over anh. Na2SO4 and evaporated to yield a crude product that was purified by flash chromatography (... The reactants are C(O)([O-])=O.[Na+] (sodium hydrogen carbonate), CNC1=C(SC(=C1)C1=CC=NC=C1)C(=O)N (3-(methylamino)-5-(pyridin-4-yl)thiophene-2-carboxamide), CCC(CC)=O (3-pentanone), O.C1(=CC=C(C=C1)S(=O)(=O)O)C (p-toluenesulfonic acid monohydrate). Solvent: C(C)(=O)O (acetic acid). Reaction conditions: temperature 120 celsius, time 1 hour. Yields the product C(C)C1(NC(C2=C(N1C)C=C(S2)C2=CC=NC=C2)=O)CC (2,2-diethyl-1-methyl-6-(pyridin-4-yl)-2,3-dihydrothieno[3,2-d]pyrimidin-4(1H)-one). The yield is 23.0%. Reaction SMILES: [CH3:1][NH:2][C:3]1[CH:7]=[C:6]([C:8]2[CH:13]=[CH:12][N:11]=[CH:10][CH:9]=2)[S:5][C:4]=1[C:14]([NH2:16])=[O:15].[CH3:17][CH2:18][C:19](=O)[CH2:20][CH3:21].O.C1(C)C=CC(S(O)(=O)=O)=CC=1.C(=O)([O-])O.[Na+]>C(O)(=O)C>[CH2:18]([C:19]1([CH2:20][CH3:21])[N:2]([CH3:1])[C:3]2[CH:7]=[C:6]([C:8]3[CH:13]=[CH:12][N:11]=[CH:10][CH:9]=3)[S:5][C:4]=2[C:14](=[O:15])[NH:16]1)[CH3:17] |f:2.3,4.5|. Reported procedure: A mixture of 3-(methylamino)-5-(pyridin-4-yl)thiophene-2-carboxamide (0.094 g, 0.40 mmol), 3-pentanone (2.5 mL), p-toluenesulfonic acid monohydrate (0.0095 g, 0.050 mmol) and acetic acid (2.0 mL) was stirred for 1 h at 120° C. in a sealed tube. Then, this mixture was stirred for 1.5 h at 150° C. in a sealed tube. The mixture was poured into sat. aqueous sodium hydrogen carbonate (150 mL). Extraction with ethyl acetate (100 mL), drying over magnesium sulfate, filtration and concentration at reduc...